This data is from the Open Reaction Database (ORD), a public repository of structured organic reaction records. The task is: describe an organic reaction: reactants, conditions, products, and yield The reactants are C(#CCCCCC)C1=C(C=CC(=C1)OC)C(CC1=CC=CC=C1)=O (1-[2-(1-Heptyn-1-yl)-4-(methyloxy)phenyl]-2-phenylethanone), C[Si](C)(C)[N-][Si](C)(C)C.[K+] (KHMDS). Run in C1(=CC=CC=C1)C (toluene), C1(=CC=CC=C1)C (toluene). The product is COC=1C=C2C=C(C(=C(C2=CC1)O)C1=CC=CC=C1)CCCCC (6-(Methyloxy)-3-pentyl-2-phenyl-1-naphthalenol). Isolated yield 73.6%. Reaction SMILES: [C:1]([C:8]1[CH:13]=[C:12]([O:14][CH3:15])[CH:11]=[CH:10][C:9]=1[C:16](=[O:24])[CH2:17][C:18]1[CH:23]=[CH:22][CH:21]=[CH:20][CH:19]=1)#[C:2][CH2:3][CH2:4][CH2:5][CH2:6][CH3:7].C[Si]([N-][Si](C)(C)C)(C)C.[K+]>C1(C)C=CC=CC=1>[CH3:15][O:14][C:12]1[CH:13]=[C:8]2[C:9](=[CH:10][CH:11]=1)[C:16]([OH:24])=[C:17]([C:18]1[CH:23]=[CH:22][CH:21]=[CH:20][CH:19]=1)[C:2]([CH2:3][CH2:4][CH2:5][CH2:6][CH3:7])=[CH:1]2 |f:1.2|. Reported procedure: A solution of 1-[2-(1-heptyn-1-yl)-4-(methyloxy)phenyl]-2-phenylethanone (112) (0.57 g, 1.78 mmol) in toluene was treated with a KHMDS solution in toluene to give 0.42 g (74%) of compound 113 as a light brown viscous oil. 1H NMR (400 MHz, CDCl3): δ 0.78 (t, J=6.9 Hz, 3H), 1.10-1.25 (m, 4H), 1.35-1.50 (m, 2H), 2.47 (t, J=7.9 Hz, 2H), 3.93 (s, 3H), 5.16 (s, 1H), 7.06-7.12 (m, 2H), 7.23 (s, 1H), 7.32-7.38 (m, 2H), 7.43-7.49 (m, 1H), 7.50-7.56 (m, 2H), 8.08 (d, J=10.0 Hz, 1H). LCMS (ESI): m/z 321 (M... Starting materials: ClC=1C=CN2C(C(=CC=C2C1)C(=O)OCC)=O (Ethyl 8-Chloro-4-oxo-4H-quinolizine-3-carboxylate), COC1=CC=C(C=C1)B(O)O (4-methoxyphenylboronic acid), [F-].[Cs+] (CsF), PdCl2[P(c-Hex)3]2, CN(C)C=O (DMF). Run in C(C)(=O)OCC (ethyl acetate), O (water). Run at temperature 110 celsius, time 12 hour. Product: COC1=CC=C(C=C1)C=1C=CN2C(C(=CC=C2C1)C(=O)OCC)=O (Ethyl 8-(4-Methoxyphenyl)-4-oxo-4H-quinolizine-3-carboxylate). The yield is 52.6%. RXN SMILES: Cl[C:2]1[CH:3]=[CH:4][N:5]2[C:10]([CH:11]=1)=[CH:9][CH:8]=[C:7]([C:12]([O:14][CH2:15][CH3:16])=[O:13])[C:6]2=[O:17].[CH3:18][O:19][C:20]1[CH:25]=[CH:24][C:23](B(O)O)=[CH:22][CH:21]=1.[F-].[Cs+].CN(C=O)C>O.C(OCC)(=O)C>[CH3:18][O:19][C:20]1[CH:25]=[CH:24][C:23]([C:2]2[CH:3]=[CH:4][N:5]3[C:10]([CH:11]=2)=[CH:9][CH:8]=[C:7]([C:12]([O:14][CH2:15][CH3:16])=[O:13])[C:6]3=[O:17])=[CH:22][CH:21]=1 |f:2.3|. Reported procedure: An oven-dried 50 ml round-bottom flask equipped with reflux condenser was purged with argon, followed by addition of ethyl 8-chloro-4-oxo-4H-quinolizine-3-carboxylate (2) (500 mg, 2 mmol), 4-methoxyphenylboronic acid (372 mg, 2.4 mmol), CsF (600 mg, 3.9 mmol), PdCl2[P(c-Hex)3]2 (80 mg, 0.1 mmol) and 6 ml DMF. The reaction mixture was stirred at 110° C. for 12 h and cooled to room temperature. Completion of the reaction was indicated by thin layer chromatography (ethyl acetate). The reaction mixt... The reactants are ClC1=CC=C(C=C1)CC(=O)O (4-chlorophenylacetic acid), S(=O)(Cl)Cl (thionyl chloride), C(C1=CC=CC=C1)[C@H]1NCC[C@@H](C1)N(C(C(F)(F)F)=O)CC1=CC=NC2=CC=CC=C12 ((2R*,4S*)-2-benzyl-N-(4-quinolylmethyl)-N-trifluoroacetyl-4-piperidinamine), N (ammonia). The solvent is C(Cl)Cl.CO (methylene chloride methanol). The product is C(C1=CC=CC=C1)[C@H]1N(CC[C@@H](C1)N(C(C(F)(F)F)=O)CC1=CC=NC2=CC=CC=C12)C(CC1=CC=C(C=C1)Cl)=O ((2R*,4S*)-2-Benzyl-1-(4-chlorophenylacetyl)-N-(4-quinolylmethyl)-N-trifluoroacetyl-4-piperidinamine). RXN SMILES: [Cl:1][C:2]1[CH:7]=[CH:6][C:5]([CH2:8][C:9]([OH:11])=O)=[CH:4][CH:3]=1.S(Cl)(Cl)=O.[CH2:16]([C@@H:23]1[CH2:28][C@@H:27]([N:29]([CH2:36][C:37]2[C:46]3[C:41](=[CH:42][CH:43]=[CH:44][CH:45]=3)[N:40]=[CH:39][CH:38]=2)[C:30](=[O:35])[C:31]([F:34])([F:33])[F:32])[CH2:26][CH2:25][NH:24]1)[C:17]1[CH:22]=[CH:21][CH:20]=[CH:19][CH:18]=1.N>C(Cl)Cl.CO>[CH2:16]([C@@H:23]1[CH2:28][C@@H:27]([N:29]([CH2:36][C:37]2[C:46]3[C:41](=[CH:42][CH:43]=[CH:44][CH:45]=3)[N:40]=[CH:39][CH:38]=2)[C:30](=[O:35])[C:31]([F:33])([F:34])[F:32])[CH2:26][CH2:25][N:24]1[C:9](=[O:11])[CH2:8][C:5]1[CH:4]=[CH:3][C:2]([Cl:1])=[CH:7][CH:6]=1)[C:17]1[CH:18]=[CH:19][CH:20]=[CH:21][CH:22]=1 |f:4.5|. Procedure: 96 mg (0.56 mmol) of 4-chlorophenylacetic acid are reacted in analogy to Example 2j first with 58 μl (0.795 mmol) of thionyl chloride and subsequently with 200 mg (0.468 mmol) of (2R*,4S*)-2-benzyl-N-(4-quinolylmethyl)-N-trifluoroacetyl-4-piperidinamine to give the product. TLC: methylene chloride/methanol/conc. ammonia (700:50:1) Rf =0.39, FD-MS: M+ =580. Starting materials: ClC1=CC2=C(C3=C(CN=C2C2=C(C=CC=C2)Cl)C=NC(=N3)C)C=C1 (9-chloro-7-(2-chlorophenyl)-2-methyl-5H-pyrimido[5,4-d][2]benzazepine), [H][H] (hydrogen). Reagents/catalysts: [Pt]=O (platinum oxide). Solvent: C(C)(=O)O (acetic acid). The product is Cl.ClC1=CC2=C(C3=C(CNC2C2=C(C=CC=C2)Cl)CN=C(N3)C)C=C1 (9-Chloro-7-(2-chlorophenyl)-4,5,6,7-tetrahydro-2-methyl-1H-pyrimido[5,4-d][2]benzazepine, hydrochloride salt). As a reaction SMILES: [Cl:1][C:2]1[CH:24]=[CH:23][C:5]2[C:6]3[N:21]=[C:20]([CH3:22])[N:19]=[CH:18][C:7]=3[CH2:8][N:9]=[C:10]([C:11]3[CH:16]=[CH:15][CH:14]=[CH:13][C:12]=3[Cl:17])[C:4]=2[CH:3]=1.[H][H]>C(O)(=O)C.[Pt]=O>[ClH:1].[Cl:1][C:2]1[CH:24]=[CH:23][C:5]2[C:6]3[NH:21][C:20]([CH3:22])=[N:19][CH2:18][C:7]=3[CH2:8][NH:9][CH:10]([C:11]3[CH:16]=[CH:15][CH:14]=[CH:13][C:12]=3[Cl:17])[C:4]=2[CH:3]=1 |f:4.5|. Procedure: A solution of 3.8 g (10.7 mmole) of 9-chloro-7-(2-chlorophenyl)-2-methyl-5H-pyrimido[5,4-d][2]benzazepine in 50 ml of acetic acid was hydrogenated at room temperature and atmospheric pressure in the presence of 0.5 g of prehydrogenated platinum oxide. After 3 hours about 500 ml (ca 2 equivalent) of hydrogen was absorbed and the catalyst was separated by filtration. The filtrate was concentrated at reduced pressure to dryness. The residue was dissolved in methylene chloride, washed with an excess... The reactants are CI, CS(=O)c1c(C(N)=S)nn(-c2c(Cl)cc(C(F)(F)F)cc2Br)c1N. The product is CSC(=N)c1nn(-c2c(Cl)cc(C(F)(F)F)cc2Br)c(N)c1S(C)=O. RXN SMILES: [CH3:1][I:2].[NH2:3][c:4]1[c:5]([S:24](=[O:25])[CH3:26])[c:6]([C:21]([NH2:22])=[S:23])[n:7][n:8]1-[c:9]1[c:10]([Br:20])[cH:11][c:12]([C:16]([F:17])([F:18])[F:19])[cH:13][c:14]1[Cl:15]>>[CH3:1][S:23][C:21]([c:6]1[c:5]([S:24](=[O:25])[CH3:26])[c:4]([NH2:3])[n:8](-[c:9]2[c:10]([Br:20])[cH:11][c:12]([C:16]([F:17])([F:18])[F:19])[cH:13][c:14]2[Cl:15])[n:7]1)=[NH:22]. Product: ClC1=CC=C(CNC(=O)C=2C=NC3=C(C=CC=C3C2O)I)C=C1 (N-(4-chlorobenzyl)-4-hydroxy-8-iodo-3-quinolinecarboxamide). Starting materials: OC1=C(C=NC2=C(C=CC=C12)I)C(=O)OCC (ethyl 4-hydroxy-8-iodo-3-quinolinecarboxylate), ClC1=CC=C(CN)C=C1 (4-chlorobenzylamine). Run in C(C)(=O)OCC (Ethyl acetate), hexanes. RXN SMILES: [OH:1][C:2]1[C:11]2[C:6](=[C:7]([I:12])[CH:8]=[CH:9][CH:10]=2)[N:5]=[CH:4][C:3]=1[C:13]([O:15]CC)=O.[Cl:18][C:19]1[CH:26]=[CH:25][C:22]([CH2:23][NH2:24])=[CH:21][CH:20]=1>C(OCC)(=O)C>[Cl:18][C:19]1[CH:26]=[CH:25][C:22]([CH2:23][NH:24][C:13]([C:3]2[CH:4]=[N:5][C:6]3[C:11]([C:2]=2[OH:1])=[CH:10][CH:9]=[CH:8][C:7]=3[I:12])=[O:15])=[CH:21][CH:20]=1. Procedure: A portion of the resulting ethyl 4-hydroxy-8-iodo-3-quinolinecarboxylate (4.01 g) and 4-chlorobenzylamine (20.00 mL) are heated at 180° C. for 1.5 h. The reaction is cooled to room temperature. Ethyl acetate is added, followed by hexanes, and the solid is filtered, washed with hexanes, and dried to give N-(4-chlorobenzyl)-4-hydroxy-8-iodo-3-quinolinecarboxamide (3.98 g).